describe an organic reaction: reactants, conditions, products, and yield From a dataset of the Open Reaction Database (ORD), a public repository of structured organic reaction records. Reactants: O=C(n1ccnc1)n1ccnc1, CCOC(C)=O, CO, CN(CCCCN)CCC(c1ccc(F)cc1)c1ccccn1, NCCCOc1cccc(CN2CCCCC2)c1. The product is CN(CCCCNC(=O)NCCCOc1cccc(CN2CCCCC2)c1)CCC(c1ccc(F)cc1)c1ccccn1. RXN SMILES: [C:24](=[O:25])([n:26]1[cH:27][cH:28][n:29][cH:30]1)[n:31]1[cH:32][cH:33][n:34][cH:35]1.[C:56]([O:57][CH2:58][CH3:59])(=[O:60])[CH3:61].[CH3:54][OH:55].[F:1][c:2]1[cH:3][cH:4][c:5]([CH:8]([CH2:9][CH2:10][N:11]([CH2:12][CH2:13][CH2:14][CH2:15][NH2:16])[CH3:17])[c:18]2[n:19][cH:20][cH:21][cH:22][cH:23]2)[cH:6][cH:7]1.[N:36]1([CH2:42][c:43]2[cH:44][c:45]([O:46][CH2:47][CH2:48][CH2:49][NH2:50])[cH:51][cH:52][cH:53]2)[CH2:37][CH2:38][CH2:39][CH2:40][CH2:41]1>>[F:1][c:2]1[cH:3][cH:4][c:5]([CH:8]([CH2:9][CH2:10][N:11]([CH2:12][CH2:13][CH2:14][CH2:15][NH:16][C:24](=[O:25])[NH:50][CH2:49][CH2:48][CH2:47][O:46][c:45]2[cH:44][c:43]([CH2:42][N:36]3[CH2:37][CH2:38][CH2:39][CH2:40][CH2:41]3)[cH:53][cH:52][cH:51]2)[CH3:17])[c:18]2[n:19][cH:20][cH:21][cH:22][cH:23]2)[cH:6][cH:7]1. Reactants: O.C1(=CC=C(C=C1)S(=O)(=O)O)C (p-Toluenesulfonic acid monohydrate), isobutyl aldehyde, C(C)(C)OC=1C(=CC(=C(C(=O)C2=C(N=NN2)C(=O)OCC)C1)[N+](=O)[O-])OC (ethyl 5-(5-isopropoxy-4-methoxy-2-nitrobenzoyl)-1H-1,2,3-triazole-4-carboxylate), Cl (hydrochloric acid), C(=O)(N1C=NC=C1)N1C=NC=C1 (1,1′-Carbonyldiimidazole), FC(C(=O)O)(F)F (Trifluoroacetic acid), C(C)OCC(COCC)O (1,3-diethoxy-2-propanol). Solvent: C(Cl)Cl (methylene chloride). Run at temperature -30 celsius, time 1 hour. Yields the product crude product, C(C)OCC(COCC)OC(=O)OC(C(C)C)N1N=C(C(=N1)C(=O)OCC)C(C1=C(C=C(C(=C1)OC(C)C)OC)[N+](=O)[O-])=O (ethyl 2-(1-(1,3-diethoxy-2-propoxycarbonyloxy)-2-methylpropyl)-5-(5-isopropoxy-4-methoxy-2-nitrobenzoyl)-2H-1,2,3-triazole-4-carboxylate). RXN SMILES: O.[C:2]1([CH3:12])[CH:7]=CC(S(O)(=O)=O)=C[CH:3]=1.[CH:13]([O:16][C:17]1[C:18]([O:38][CH3:39])=[CH:19][C:20]([N+:35]([O-:37])=[O:36])=[C:21]([CH:34]=1)[C:22]([C:24]1[NH:28][N:27]=[N:26][C:25]=1[C:29]([O:31][CH2:32][CH3:33])=[O:30])=[O:23])([CH3:15])[CH3:14].C(N1C=CN=C1)(N1C=CN=C1)=O.[CH2:52]([O:54][CH2:55][CH:56]([OH:61])[CH2:57][O:58][CH2:59][CH3:60])[CH3:53].FC(F)(F)[C:64]([OH:66])=[O:65].Cl>C(Cl)Cl>[CH2:52]([O:54][CH2:55][CH:56]([O:61][C:64]([O:66][CH:7]([N:27]1[N:26]=[C:25]([C:29]([O:31][CH2:32][CH3:33])=[O:30])[C:24]([C:22](=[O:23])[C:21]2[CH:34]=[C:17]([O:16][CH:13]([CH3:15])[CH3:14])[C:18]([O:38][CH3:39])=[CH:19][C:20]=2[N+:35]([O-:37])=[O:36])=[N:28]1)[CH:2]([CH3:3])[CH3:12])=[O:65])[CH2:57][O:58][CH2:59][CH3:60])[CH3:53] |f:0.1|. Procedure: p-Toluenesulfonic acid monohydrate (57 mg) and isobutyl aldehyde (0.41 ml) were added to a solution of ethyl 5-(5-isopropoxy-4-methoxy-2-nitrobenzoyl)-1H-1,2,3-triazole-4-carboxylate (1.14 g), prepared in step (32a), in methylene chloride solution (17 ml) at −20° C. The mixture was stirred at that temperature for one hr. 1,1′-Carbonyldiimidazole (732 mg) was added to the reaction solution. Further, one hr after that, 1,3-diethoxy-2-propanol (4.70 ml) was added thereto. The reaction solution was ... Starting materials: FC(C1=CC=C(C=O)C=C1)(F)F (p-trifluoromethylbenzaldehyde), BrC1=C(SC(=C1Br)C)C (3,4-dibromo-2,5-dimethylthiophene), C(CCC)[Li] (n-butyllithium). Run in C(C)OCC (diethyl ether), C(C)OCC (diethyl ether), O1CCCC1 (tetrahydrofuran). Conditions: time 30 minute. The product is BrC=1C(=C(SC1C)C)C(O)C1=CC=C(C=C1)C(F)(F)F ((4-bromo-2,5-dimethyl-3-thienyl)[4-(trifluoromethyl)phenyl]methanol). RXN SMILES: Br[C:2]1[C:6]([Br:7])=[C:5]([CH3:8])[S:4][C:3]=1[CH3:9].C([Li])CCC.[F:15][C:16]([F:26])([F:25])[C:17]1[CH:24]=[CH:23][C:20]([CH:21]=[O:22])=[CH:19][CH:18]=1>C(OCC)C.O1CCCC1>[Br:7][C:6]1[C:2]([CH:21]([C:20]2[CH:19]=[CH:18][C:17]([C:16]([F:15])([F:25])[F:26])=[CH:24][CH:23]=2)[OH:22])=[C:3]([CH3:9])[S:4][C:5]=1[CH3:8]. Reported procedure: To a vigorously stirred solution of 3,4-dibromo-2,5-dimethylthiophene (53.2 g, 197 mmol) from Example 11, Step 1, in a mixture of diethyl ether (1 L) and tetrahydrofuran (80 mL) at −74° C. under nitrogen is added n-butyllithium (1.6 M/hexanes, 123 mL, 197 mmol) with a syringe slowly such as to maintain an internal temperature between −70° C. and −74° C. The reaction is stirred for an additional 30 minutes. A solution of p-trifluoromethylbenzaldehyde (27.0 mL, 200 mmol) in 30 mL of diethyl ether ... The reactants are FC=1C=C(C(=C(C(=O)OC)C1)O)[N+](=O)[O-] (methyl 5-fluoro-2-hydroxy-3-nitrobenzoate), C(C)(=O)O (acetic acid), [H][H] (hydrogen). Reagents/catalysts: [Pd] (Pd/C). Run in C(C)(=O)OCC (ethyl acetate). The product is NC=1C(=C(C(=O)OC)C=C(C1)F)O (methyl 3-amino-5-fluoro-2-hydroxybenzoate). The yield is 101.0%. RXN SMILES: [F:1][C:2]1[CH:3]=[C:4]([N+:13]([O-])=O)[C:5]([OH:12])=[C:6]([CH:11]=1)[C:7]([O:9][CH3:10])=[O:8].C(O)(=O)C.[H][H]>C(OCC)(=O)C.[Pd]>[NH2:13][C:4]1[C:5]([OH:12])=[C:6]([CH:11]=[C:2]([F:1])[CH:3]=1)[C:7]([O:9][CH3:10])=[O:8]. Reported procedure: A suspension of methyl 5-fluoro-2-hydroxy-3-nitrobenzoate (2.3 g, 10.7 mmol), acetic acid (2 mL) and 10% Pd/C (0.23 g) in ethyl acetate (50 mL) was stirred at 25° C. over 1 atm hydrogen for 4 hr. The mixture was filtered and the filtrate was concentrated to give crude product. The crude product was purified by chromatography (silica gel, petroleum ether/ethyl acetate=100:1 to 20:1) to give methyl 3-amino-5-fluoro-2-hydroxybenzoate (2.0 g, yield 100%) as a light yellow solid. 1H-NMR (400 MHz, CDC... Starting materials: C(C)(C)C=1C(=C(C=C(C1)C(C)C)B(O)O)OCC (3,5-di-iso-propyl-2-ethoxy phenylboronic acid), C(C)(=O)C1=CC2=C(S1)C=CC=C2I (2-acetyl-4-iodo benzo[b]thiophene), C([O-])([O-])=O.[Na+].[Na+] (sodium carbonate), O (water). The reagents and catalysts are C=1C=CC(=CC1)[P](C=2C=CC=CC2)(C=3C=CC=CC3)[Pd]([P](C=4C=CC=CC4)(C=5C=CC=CC5)C=6C=CC=CC6)([P](C=7C=CC=CC7)(C=8C=CC=CC8)C=9C=CC=CC9)[P](C=1C=CC=CC1)(C=1C=CC=CC1)C=1C=CC=CC1 (Pd(PPh3)4). The solvent is C1(=CC=CC=C1)C (toluene), C(C)O (ethanol). Yields the product C(C)(=O)C1=CC2=C(S1)C=CC=C2C2=C(C(=CC(=C2)C(C)C)C(C)C)OCC (2-acetyl-4-(2-ethoxy-3,5-di-iso-propylphenyl)-benzo[b]thiophene). As a reaction SMILES: [CH:1]([C:4]1[C:5]([O:16][CH2:17][CH3:18])=[C:6](B(O)O)[CH:7]=[C:8]([CH:10]([CH3:12])[CH3:11])[CH:9]=1)([CH3:3])[CH3:2].[C:19]([C:22]1[S:26][C:25]2[CH:27]=[CH:28][CH:29]=[C:30](I)[C:24]=2[CH:23]=1)(=[O:21])[CH3:20].C(=O)([O-])[O-].[Na+].[Na+].O>C1(C)C=CC=CC=1.C(O)C.C1C=CC([P]([Pd]([P](C2C=CC=CC=2)(C2C=CC=CC=2)C2C=CC=CC=2)([P](C2C=CC=CC=2)(C2C=CC=CC=2)C2C=CC=CC=2)[P](C2C=CC=CC=2)(C2C=CC=CC=2)C2C=CC=CC=2)(C2C=CC=CC=2)C2C=CC=CC=2)=CC=1>[C:19]([C:22]1[S:26][C:25]2[CH:27]=[CH:28][CH:29]=[C:30]([C:6]3[CH:7]=[C:8]([CH:10]([CH3:12])[CH3:11])[CH:9]=[C:4]([CH:1]([CH3:3])[CH3:2])[C:5]=3[O:16][CH2:17][CH3:18])[C:24]=2[CH:23]=1)(=[O:21])[CH3:20] |f:2.3.4,^1:52,54,73,92|. Procedure: A mixture of 1.08 mmol of 3,5-di-iso-propyl-2-ethoxy phenylboronic acid, 1.62 mmol of 2-acetyl-4-iodo benzo[b]thiophene (see Example 14, step A) and 62 mg (0.05 mmol) of Pd(PPh3)4, 1 mL of 2N aqueous sodium carbonate in 9 mL of toluene and 4 mL ethanol was heated to reflux. After complexion (TLC), water was added and the solution was extracted with ethyl acetate. The organic layer is dried over MgSO4 and after evaporation of the solvents, the crude oil was purified over a short silica plug (elue...